From a dataset of the Open Reaction Database (ORD), a public repository of structured organic reaction records. describe an organic reaction: reactants, conditions, products, and yield Reactants: Brc1cccc(Br)n1, C1CCOC1, [Li]CCCC, CCCC=O. As a reaction SMILES: [Br:1][c:2]1[n:3][c:4]([Br:8])[cH:5][cH:6][cH:7]1.[CH2:19]1[O:20][CH2:21][CH2:22][CH2:23]1.[CH3:9][CH2:10][CH2:11][CH2:12][Li:13].[CH:14]([CH2:15][CH2:16][CH3:17])=[O:18]>>[c:2]1([CH:14]([CH2:15][CH2:16][CH3:17])[OH:18])[n:3][c:4]([Br:8])[cH:5][cH:6][cH:7]1. Product: CCCC(O)c1cccc(Br)n1. Starting materials: C(C)(=O)N(C#CC)C=1SC2=C(N1)C=CC=C2 (2-(N-acetyl-N-propynylamino)benzothiazole), CO (methanol), C([O-])([O-])=O.[K+].[K+] (potassium carbonate). Solvent: C(Cl)(Cl)Cl (chloroform). Product: C(C#C)NC=1SC2=C(N1)C=CC=C2 (2-(2-propynylamino)benzothiazole). Yield: 101.4%. Reaction SMILES: C([N:4]([C:8]1[S:9][C:10]2[CH:16]=[CH:15][CH:14]=[CH:13][C:11]=2[N:12]=1)[C:5]#[C:6][CH3:7])(=O)C.CO.C(=O)([O-])[O-].[K+].[K+]>C(Cl)(Cl)Cl>[CH2:5]([NH:4][C:8]1[S:9][C:10]2[CH:16]=[CH:15][CH:14]=[CH:13][C:11]=2[N:12]=1)[C:6]#[CH:7] |f:2.3.4|. Procedure: A mixture of compound (f) (1.0 g), 80% methanol (20 ml) and potassium carbonate (1.0 g) was refluxed by heating for 1 hour and evaporated to remove the solvent. The residue was extracted with chloroform. The extract was washed with water, dried, and evaporated to remove the solvent. The residue was applied to column chromatography on silica gel (20 g) to give 2-(2-propynylamino)benzothiazole (g) (829 mg, yield 100%) from chloroform eluate: mp. 134°-135° C. (acetone-hexane). Starting materials: COC(=O)NN=CC1=CC=C(C=C1)NC(NCC(=O)OCC)=O (ethyl (3-(4-(methoxycarbonylaminoiminomethyl)phenyl)ureido)acetate), [OH-].[Na+] (NaOH). The solvent is C(C)O (ethanol). Reaction conditions: time 24 hour. The product is COC(=O)NN=CC1=CC=C(C=C1)NC(NCC(=O)[O-])=O.[Na+] (Sodium (3-(4-(methoxycarbonylaminoiminomethyl)phenyl)ureido)acetate). Reaction SMILES: [CH3:1][O:2][C:3]([NH:5][N:6]=[CH:7][C:8]1[CH:13]=[CH:12][C:11]([NH:14][C:15](=[O:23])[NH:16][CH2:17][C:18]([O:20]CC)=[O:19])=[CH:10][CH:9]=1)=[O:4].[OH-].[Na+:25]>C(O)C>[CH3:1][O:2][C:3]([NH:5][N:6]=[CH:7][C:8]1[CH:9]=[CH:10][C:11]([NH:14][C:15](=[O:23])[NH:16][CH2:17][C:18]([O-:20])=[O:19])=[CH:12][CH:13]=1)=[O:4].[Na+:25] |f:1.2,4.5|. Reported procedure: 5.15 g (15.98 mmol) of ethyl (3-(4-(methoxycarbonylaminoiminomethyl)phenyl)ureido)acetate are dissolved in 200 ml of ethanol and treated with 7.99 ml (15.98 mmol) of a 2N NaOH and the mixture is stirred at room temperature for 24 h. It is then concentrated in vacuo and the residue is freeze-dried. Reactants: C1(=CC=CC=C1)P(C1=CC=CC=C1)C1=CC=CC=C1 (triphenylphosphine), C(C)(=O)C1=C(C=CC=C1)B(O)O ((2-acetylphenyl)boronic acid), O.P(=O)([O-])([O-])[O-].[K+].[K+].[K+] (tripotassium phosphate hydrate), ClC1=CC=C(C#N)C=C1 (4-chlorbenzonitrile). Reagents/catalysts: Cl[Pd]([P](C1=CC=CC=C1)(C2=CC=CC=C2)C3=CC=CC=C3)([P](C4=CC=CC=C4)(C5=CC=CC=C5)C6=CC=CC=C6)Cl (Bis(triphenylphosphine)palladium dichloride). Run in C1(=CC=CC=C1)C (toluene). Conditions: temperature 80 celsius, time 4 hour. Product: C(C)(=O)C1=C(C=CC=C1)C1=CC=C(C=C1)C#N (2′-acetyl-4-biphenylcarbonitrile). As a reaction SMILES: C1(P(C2C=CC=CC=2)C2C=CC=CC=2)C=CC=CC=1.[C:20]([C:23]1[CH:28]=[CH:27][CH:26]=[CH:25][C:24]=1B(O)O)(=[O:22])[CH3:21].O.P([O-])([O-])([O-])=O.[K+].[K+].[K+].Cl[C:42]1[CH:49]=[CH:48][C:45]([C:46]#[N:47])=[CH:44][CH:43]=1>Cl[Pd](Cl)([P](C1C=CC=CC=1)(C1C=CC=CC=1)C1C=CC=CC=1)[P](C1C=CC=CC=1)(C1C=CC=CC=1)C1C=CC=CC=1.C1(C)C=CC=CC=1>[C:20]([C:23]1[CH:28]=[CH:27][CH:26]=[CH:25][C:24]=1[C:42]1[CH:49]=[CH:48][C:45]([C:46]#[N:47])=[CH:44][CH:43]=1)(=[O:22])[CH3:21] |f:2.3.4.5.6,^1:52,71|. Reported procedure: Bis(triphenylphosphine)palladium dichloride (PdCl2(PPh3)2) (0.6 g, 0.86 mmol), triphenylphosphine (0.44 g, 1.74 mmol), (2-acetylphenyl)boronic acid (6 g, 3.76 mmol) and tripotassium phosphate hydrate (16 g, 7.54 mmol) were placed in a flask. Nitrogen was blown into the flask and then the flask was filled with toluene (40 ml) and 4-chlorbenzonitrile (4 g, 2.90 mmol). The reaction mixture was stirred at 80° C. for 4 hours. The reaction mixture was cooled and washed with water. The organic layer wa... Reactants: Cl (hydrogen chloride), CC=1C(=NOC1C(F)(F)F)C1=CC=C(S1)C(=O)O (5-(4-Methyl-5-trifluoromethyl-isoxazol-3-yl)-thiophene-2-carboxylic acid), C(=O)(OC(C)(C)C)N1C[C@H](NCC1)C (4-N-Boc-2-(R)-methyl-piperazine), Boc. The solvent is solution, O1CCOCC1 (1,4,-dioxane). Reaction conditions: time 2 hour. Product: Cl.C[C@H]1N(CCNC1)C(=O)C=1SC(=CC1)C1=NOC(=C1C)C(F)(F)F (((R)-2-Methyl-piperazin-1-yl)-[5-(4-methyl-5-trifluoromethyl-isoxazol-3-yl)-thiophen-2-yl]-methanone, hydrochloride). Isolated yield 86.0%. As a reaction SMILES: [CH3:1][C:2]1[C:3]([C:11]2[S:15][C:14]([C:16]([OH:18])=O)=[CH:13][CH:12]=2)=[N:4][O:5][C:6]=1[C:7]([F:10])([F:9])[F:8].C([N:26]1[CH2:31][CH2:30][NH:29][C@H:28]([CH3:32])[CH2:27]1)(OC(C)(C)C)=O.[ClH:33]>O1CCOCC1>[ClH:33].[CH3:32][C@@H:28]1[CH2:27][NH:26][CH2:31][CH2:30][N:29]1[C:16]([C:14]1[S:15][C:11]([C:3]2[C:2]([CH3:1])=[C:6]([C:7]([F:8])([F:9])[F:10])[O:5][N:4]=2)=[CH:12][CH:13]=1)=[O:18] |f:4.5|. Procedure: Prepared from 5-(4-Methyl-5-trifluoromethyl-isoxazol-3-yl)-thiophene-2-carboxylic acid and 4-N-Boc-2-(R)-methyl-piperazine by the method described in Example 2 Method B. The reaction mixture was evaporated to a solid, triturated and filtered with the aid of water, then washed with a 1 N aqueous hydrochloric acid solution followed by water. The solid was air dried to afford intermediate N-Boc protected product as a colorless solid (106 mg, 92%). The Boc-protected intermediate was dissolved in a 4... Starting materials: BrC=1C(=NC=CC1)CSCCN (3-bromo-2-[(2-aminoethyl)thiomethyl]-pyridine), N-benzoyl-bis-dimethylthioimidocarbonate, C(C1=CC=CC=C1)(=O)NC(=NCCSCC1=NC=CC=C1Br)NCCSCC1=NC=CC=C1Br (N-benzoyl-N',N"-bis-[2-((3-bromo-2-pyridyl)-methylthio)ethyl]guanidine). Solvent: N1=CC=CC=C1 (pyridine). Yields the product BrC=1C(=NC=CC1)CSCCNC(=N)NCCSCC1=NC=CC=C1Br (N,N'-bis[2-((3-bromo-2-pyridyl)methylthio)ethyl]-guanidine). RXN SMILES: BrC1C(CSCCN)=NC=CC=1.C([NH:21][C:22]([NH:35][CH2:36][CH2:37][S:38][CH2:39][C:40]1[C:45]([Br:46])=[CH:44][CH:43]=[CH:42][N:41]=1)=[N:23][CH2:24][CH2:25][S:26][CH2:27][C:28]1[C:33]([Br:34])=[CH:32][CH:31]=[CH:30][N:29]=1)(=O)C1C=CC=CC=1>N1C=CC=CC=1>[Br:46][C:45]1[C:40]([CH2:39][S:38][CH2:37][CH2:36][NH:35][C:22]([NH:23][CH2:24][CH2:25][S:26][CH2:27][C:28]2[C:33]([Br:34])=[CH:32][CH:31]=[CH:30][N:29]=2)=[NH:21])=[N:41][CH:42]=[CH:43][CH:44]=1. Reported procedure: The reaction of 3-bromo-2-[(2-aminoethyl)thiomethyl]-pyridine with N-benzoyl-bis-dimethylthioimidocarbonate in pyridine by the method described in Example 12 yielded N-benzoyl-N',N"-bis-[2-((3-bromo-2-pyridyl)-methylthio)ethyl]guanidine which, on acid hydrolysis, yielded the title compound. Reactants: 48.5, [OH-].[NH4+] (ammonium hydroxide), solution 22, C(=O)(OC)P(OCC=C)(OCC=C)=O (diallyl carbomethoxyphosphonate). Conditions: temperature 15 celsius, time 15 minute. Yields the product 12.3, C(N)(=O)P(OCC=C)([O-])=O.[NH4+] (ammonium allyl carbamoylphosphonate). As a reaction SMILES: [OH-].[NH4+:2].[C:3]([P:7](=[O:16])([O:12]CC=C)[O:8][CH2:9][CH:10]=[CH2:11])(OC)=[O:4]>>[C:3]([P:7](=[O:16])([O-:12])[O:8][CH2:9][CH:10]=[CH2:11])(=[O:4])[NH2:2].[NH4+:2] |f:0.1,3.4|. Procedure: A solution of 48.5 parts of 29% aqueous ammonium hydroxide is stirred and cooled with an external ice bath to 15°C. To the cooled solution 22 parts of diallyl carbomethoxyphosphonate is slowly added over a ten-minute period. The mixture turns cloudy, but clears up after about 15 minutes. During this time, the mixture is allowed to warm spontaneously to about 30°C. and stirring is continued for two hours. The clear solution is stripped under reduced pressure (15 mm of Hg) at a water-bath temperat...